This data is from the Open Reaction Database (ORD), a public repository of structured organic reaction records. The task is: describe an organic reaction: reactants, conditions, products, and yield The product is Cl.C(C1=CC=CC=C1)C1=NCN(S1)C1CCNCC1 (4-(5-Benzyl-1,2,4-thiadiazol-2-yl)-pieridine Hydrochloride). The yield is 121.4%. Conditions: time 10 minute. Procedure details: Acetyl chloride (0.2 mL, 2.8 mmol) was added to 2 mL of methanol and stirred for 10 min. This solution of HCl in methanol was added to 46 mg of 4-(5-benzyl-1,2,4-thiadiazol-2-yl)-1-t-butyoxycarbonyl-pieridine (step B) and stirred for 1 hr. The reaction mixture was concentrated and the residue was diluted with EtOAc and concentrated again to isolate 46 mg of the title compound which was sufficiently pure for use in the next step. Run in CO (methanol), CO (methanol). The reactants are C(C)(=O)Cl (Acetyl chloride), Cl (HCl), C(C1=CC=CC=C1)C1=NCN(S1)C1CCN(CC1)C(=O)OC(C)(C)C (4-(5-Benzyl-1,2,4-thiadiazol-2-yl)-1-t-butyoxycarbonyl-pieridine). RXN SMILES: C([Cl:4])(=O)C.Cl.[CH2:6]([C:13]1[S:17][N:16]([CH:18]2[CH2:23][CH2:22][N:21](C(OC(C)(C)C)=O)[CH2:20][CH2:19]2)[CH2:15][N:14]=1)[C:7]1[CH:12]=[CH:11][CH:10]=[CH:9][CH:8]=1>CO>[ClH:4].[CH2:6]([C:13]1[S:17][N:16]([CH:18]2[CH2:23][CH2:22][NH:21][CH2:20][CH2:19]2)[CH2:15][N:14]=1)[C:7]1[CH:8]=[CH:9][CH:10]=[CH:11][CH:12]=1 |f:4.5|.